From a dataset of the Open Reaction Database (ORD), a public repository of structured organic reaction records. describe an organic reaction: reactants, conditions, products, and yield Reactants: C(C=C)O (2-propen-1ol), CC(C(=O)Cl)(C)C (trimethylacetyl chloride). Run in N1=CC=CC=C1 (pyridine). Reaction conditions: time 1 hour. Yields the product CC(C(=O)OCC=C)(C)C (2-propenyl trimethylacetate). Isolated yield 432.5%. Reaction SMILES: [CH2:1]([OH:4])[CH:2]=[CH2:3].[CH3:5][C:6]([CH3:11])([CH3:10])[C:7](Cl)=[O:8]>N1C=CC=CC=1>[CH3:5][C:6]([CH3:11])([CH3:10])[C:7]([O:4][CH2:1][CH:2]=[CH2:3])=[O:8]. Procedure details: A stirred solution of 11.6 grams (0.20 mole) of 2-propen-1ol in 100 ml of pyridine was heated to reflux. To this was added dropwise 24.1 grams (0.02 mole) of trimethylacetyl chloride. The exothermic reaction caused the reaction mixture temperature to become excessive. The heat source was removed, and the reaction mixture was cooled in an ice bath. The addition of the acid chloride was continued to completion. Upon completion of addition, the reaction mixture was warmed to reflux where it stirred...